This data is from the Open Reaction Database (ORD), a public repository of structured organic reaction records. The task is: describe an organic reaction: reactants, conditions, products, and yield Starting materials: BrC1=CC2=CC=C(C=C2C=C1)O[C@@H]1CC[C@H](CC1)C(C)(C)C (2-bromo-6-(trans-4-tert-butylcyclohexyloxy)naphthalene), BrC=1C=C2C=CC(=NC2=CC1)O (6-Bromo-quinolin-2-ol). Yields the product BrC=1C=C2C=CC(=NC2=CC1)OC1CCC(CC1)C(C)(C)C (6-Bromo-2-(4-tert-butyl-cyclohexyloxy)-quinoline). As a reaction SMILES: [Br:1][C:2]1[CH:11]=[CH:10][C:9]2[C:4](=[CH:5][CH:6]=[C:7]([O:12][C@H:13]3[CH2:18][CH2:17][C@H:16]([C:19]([CH3:22])([CH3:21])[CH3:20])[CH2:15][CH2:14]3)C=2)[CH:3]=1.BrC1C=C2C(=CC=1)[N:30]=C(O)C=C2>>[Br:1][C:2]1[CH:3]=[C:4]2[C:9](=[CH:10][CH:11]=1)[N:30]=[C:7]([O:12][CH:13]1[CH2:18][CH2:17][CH:16]([C:19]([CH3:22])([CH3:21])[CH3:20])[CH2:15][CH2:14]1)[CH:6]=[CH:5]2. Reported procedure: Synthesized as per 2-bromo-6-(trans-4-tert-butylcyclohexyloxy)naphthalene using 6-Bromo-quinolin-2-ol as starting material. ESI-MS (M+H+): 362.1/364.10). The reactants are Cl (HCl), [Li]CCCC (n-BuLi), BrC1=CC(=CC=C1)C(C)C (1-bromo-3-isopropyl-benzene), C(C)(C)OB(OC(C)C)OC(C)C (triisopropylborate). The solvent is C1CCOC1 (THF). Run at temperature 0 celsius, time 30 minute. The product is C(C)(C)C=1C=C(C=CC1)B(O)O (3-Isopropyl-phenylboronic acid). Yield: 93.2%. RXN SMILES: [Li]CCCC.Br[C:7]1[CH:12]=[CH:11][CH:10]=[C:9]([CH:13]([CH3:15])[CH3:14])[CH:8]=1.C([O:19][B:20](OC(C)C)[O:21]C(C)C)(C)C.Cl>C1COCC1>[CH:13]([C:9]1[CH:8]=[C:7]([B:20]([OH:21])[OH:19])[CH:12]=[CH:11][CH:10]=1)([CH3:15])[CH3:14]. Procedure details: n-BuLi (7.7 mL, 14.0 mmol) was added dropwise to a stirred solution of 1-bromo-3-isopropyl-benzene (2.4 g, 12.1 mmol) in dry THF (40 mL) over 30 min at −70° C. under nitrogen. The reaction mixture was degassed for 15 min, and triisopropylborate (2.63 g, 14.0 mmol) was added at the same temperature. The reaction mixture was gradually warmed to 0° C. during 90 min and stirred for an additional 30 min at 0° C. The reaction mixture was then cooled to −20° C., and an aqueous solution of 2N HCl (20 mL...